From a dataset of the Open Reaction Database (ORD), a public repository of structured organic reaction records. describe an organic reaction: reactants, conditions, products, and yield Reactants: CCCCP(CCCC)CCCC, O=C(Nc1ccon1)OCC(Cl)(Cl)Cl, O=C(N=NC(=O)N1CCCCC1)N1CCCCC1, C1CCOC1, O=C1OC(CO)CN1c1ccc(C2=CCN(Cc3ccccc3)CC2)c(F)c1. Yields the product O=C1OC(CN(C(=O)OCC(Cl)(Cl)Cl)c2ccon2)CN1c1ccc(C2=CCN(Cc3ccccc3)CC2)c(F)c1. Reaction SMILES: [CH2:43]([P:44]([CH2:45][CH2:46][CH2:47][CH3:48])[CH2:49][CH2:50][CH2:51][CH3:52])[CH2:53][CH2:54][CH3:55].[Cl:1][C:2]([CH2:3][O:4][C:5](=[O:6])[NH:7][c:8]1[n:9][o:10][cH:11][cH:12]1)([Cl:13])[Cl:14].[N:56]([C:57]([N:58]1[CH2:59][CH2:60][CH2:61][CH2:62][CH2:63]1)=[O:64])=[N:65][C:66]([N:67]1[CH2:68][CH2:69][CH2:70][CH2:71][CH2:72]1)=[O:73].[O:74]1[CH2:75][CH2:76][CH2:77][CH2:78]1.[OH:15][CH2:16][CH:17]1[CH2:18][N:19]([c:23]2[cH:24][c:25]([F:42])[c:26]([C:29]3=[CH:30][CH2:31][N:32]([CH2:35][c:36]4[cH:37][cH:38][cH:39][cH:40][cH:41]4)[CH2:33][CH2:34]3)[cH:27][cH:28]2)[C:20](=[O:22])[O:21]1>>[Cl:1][C:2]([CH2:3][O:4][C:5](=[O:6])[N:7]([c:8]1[n:9][o:10][cH:11][cH:12]1)[CH2:16][CH:17]1[CH2:18][N:19]([c:23]2[cH:24][c:25]([F:42])[c:26]([C:29]3=[CH:30][CH2:31][N:32]([CH2:35][c:36]4[cH:37][cH:38][cH:39][cH:40][cH:41]4)[CH2:33][CH2:34]3)[cH:27][cH:28]2)[C:20](=[O:22])[O:21]1)([Cl:13])[Cl:14]. Starting materials: CC1=CC(=C(C=C1C)C(=O)C1=CC=CC=C1)O ((4,5-dimethyl-2-hydroxy-phenyl)(phenyl)methanone), ClC1=CC=NC2=CC(=C(C=C12)OC)OC (4-chloro-6,7-dimethoxyquinoline). Run in ClC1=C(C=CC=C1)Cl (o-dichlorobenzene). Conditions: temperature 180 celsius. The product is Cl.COC=1C=C2C(=CC=NC2=CC1OC)OC1=C(C=C(C(=C1)C)C)C(=O)C1=CC=CC=C1 ({2-[(6,7-Dimethoxy-4-quinolyl)oxy]-4,5-dimethylphenyl}-(phenyl)methanone hydrochloride). The yield is 11.6%. RXN SMILES: [CH3:1][C:2]1[C:7]([CH3:8])=[CH:6][C:5]([C:9]([C:11]2[CH:16]=[CH:15][CH:14]=[CH:13][CH:12]=2)=[O:10])=[C:4]([OH:17])[CH:3]=1.[Cl:18][C:19]1[C:28]2[C:23](=[CH:24][C:25]([O:31][CH3:32])=[C:26]([O:29][CH3:30])[CH:27]=2)[N:22]=[CH:21][CH:20]=1>ClC1C=CC=CC=1Cl>[ClH:18].[CH3:30][O:29][C:26]1[CH:27]=[C:28]2[C:23](=[CH:24][C:25]=1[O:31][CH3:32])[N:22]=[CH:21][CH:20]=[C:19]2[O:17][C:4]1[CH:3]=[C:2]([CH3:1])[C:7]([CH3:8])=[CH:6][C:5]=1[C:9]([C:11]1[CH:16]=[CH:15][CH:14]=[CH:13][CH:12]=1)=[O:10] |f:3.4|. Procedure: (4,5-Dimethyl-2-methoxyphenyl)(phenyl)methanone (650 mg) was dissolved in dimethylformamide (10 ml) to prepare a solution. Sodium thiomethoxide (379 mg) was added to the solution, and the mixture was stirred while heating under reflux overnight. The reaction solution was cooled to room temperature, water was added thereto, and the mixture was extracted with ethyl acetate. The organic layer was washed with saturated brine, was dried over sodium sulfate and was concentrated. The residue was subjec... The reactants are ClC(C#N)=C (2-chloroacrylonitrile), C(C1=CC=CC=C1)NCCO (N-benzyl ethanolamine), CC(C)([O-])C.[K+] (potassium tert-butoxide), C1CCOC1 (THF). The solvent is C1(=CC=CC=C1)C (toluene), C1(=CC=CC=C1)C (toluene). Conditions: time 16 hour. Product: Cl.C(C1=CC=CC=C1)N1CC(OCC1)C(=O)O (4-Benzyl-morpholine-2-carboxylic acid hydrochloride). The yield is 61.0%. RXN SMILES: [Cl:1][C:2](=[CH2:5])C#N.[CH2:6]([NH:13][CH2:14][CH2:15][OH:16])[C:7]1[CH:12]=[CH:11][CH:10]=[CH:9][CH:8]=1.C[C:18](C)([O-:20])C.[K+].C1C[O:26]CC1>C1(C)C=CC=CC=1>[ClH:1].[CH2:6]([N:13]1[CH2:5][CH2:2][O:16][CH:15]([C:18]([OH:20])=[O:26])[CH2:14]1)[C:7]1[CH:12]=[CH:11][CH:10]=[CH:9][CH:8]=1 |f:2.3,6.7|. Procedure details: A 500 mL reactor under N2 is successively loaded with toluene (36.72 mL) and 2-chloroacrylonitrile (10.7 g, 122.23 mmol) at room temperature. Then, N-benzyl ethanolamine (18.36 g, 121.14 mmol) is added over 5 min and the reaction mixture is post-agitated at room temperature for 16 h. Then, the mixture is diluted with toluene (110.16 mL), cooled to −5° C. and 2M potassium tert-butoxide solution in THF (121.14 mmol) is slowly added over 30 min, maintaining the temperature at −5° C. to 0° C. The mi... Starting materials: FC1=C(C=C(C(=C1)F)F)Br (2,4,5-trifluorobromobenzene), C(=O)=O (CO2), C(CCC)[Li] (n-Butyl lithium), C(C)(C)NC(C)C (diisopropylamine). The solvent is C1CCOC1 (THF), CCOCC (ether), C1CCOC1 (THF). Conditions: temperature 0 celsius, time 10 minute. Yields the product BrC=1C(=C(C(=O)O)C(=C(C1)F)F)F (3-bromo-2,5,6-trifluorobenzoic acid). Isolated yield 84.5%. As a reaction SMILES: C([Li])CCC.C(NC(C)C)(C)C.[F:13][C:14]1[CH:19]=[C:18]([F:20])[C:17]([F:21])=[CH:16][C:15]=1[Br:22].[C:23](=[O:25])=[O:24]>C1COCC1.CCOCC>[Br:22][C:15]1[C:14]([F:13])=[C:19]([C:18]([F:20])=[C:17]([F:21])[CH:16]=1)[C:23]([OH:25])=[O:24]. Reported procedure: n-Butyl lithium (2.6M in hexanes, 32 mL, 84 mmol) was added over 10 minutes to a solution of diisopropylamine (8.89 g, 88 mmol) in THF (80 mL) stirred under N2 at 0° C. After a further 10 minutes at 0°, the solution was transferred by catheter over 40 minutes to a solution of 2,4,5-trifluorobromobenzene (16.88 g, 80 mmol) in THF (200 mL) stirred under N2 at -78°. After a further 15 minutes the solution was blown through a catheter over ≈2 minutes onto a slurry of CO2 (≈200 mL) in ether (400 mL) ... The reactants are Cl.O1CCOCC1 (Dioxane hydrochloride), C(C)(C)(C)OC(=O)N1C(CCC2=CC=C(C=C12)N1C(N(CC1)C=1C=NC=CC1C)=O)=O (7-[3-(4-methyl-pyridin-3-yl)-2-oxo-imidazolidin-1-yl]-2-oxo-3,4-dihydro-2H-quinoline-1-carboxylic acid tert-butyl ester), C(C)OC(C)=O (ethylacetate). The solvent is CCCCCC (hexane). Conditions: time 2 hour. Product: CC1=C(C=NC=C1)N1C(N(CC1)C1=CC=C2CCC(NC2=C1)=O)=O (7-[3-(4-Methyl-pyridin-3-yl)-2-oxo-imidazolidin-1-yl]-3,4-dihydro-1H-quinolin-2-one). The yield is 43.8%. RXN SMILES: Cl.O1CCOCC1.C(OC([N:15]1[C:24]2[C:19](=[CH:20][CH:21]=[C:22]([N:25]3[CH2:29][CH2:28][N:27]([C:30]4[CH:31]=[N:32][CH:33]=[CH:34][C:35]=4[CH3:36])[C:26]3=[O:37])[CH:23]=2)[CH2:18][CH2:17][C:16]1=[O:38])=O)(C)(C)C.C(OC(=O)C)C>CCCCCC>[CH3:36][C:35]1[CH:34]=[CH:33][N:32]=[CH:31][C:30]=1[N:27]1[CH2:28][CH2:29][N:25]([C:22]2[CH:23]=[C:24]3[C:19]([CH2:18][CH2:17][C:16](=[O:38])[NH:15]3)=[CH:20][CH:21]=2)[C:26]1=[O:37] |f:0.1|. Procedure details: Dioxane hydrochloride (3 mL) was added to 7-[3-(4-methyl-pyridin-3-yl)-2-oxo-imidazolidin-1-yl]-2-oxo-3,4-dihydro-2H-quinoline-1-carboxylic acid tert-butyl ester (0.145 g, 0.00034 mol) at 0° C. The resulting reaction mixture was stirred at room temperature for 2 hours. The reaction was monitored by TLC (40% ethylacetate in hexane). Purification by preparative HPLC, followed by column chromatography on silica gel (5% MeOH in CHCl3) afforded 48 mg of the product (35.47% yield). Procedure details: To a solution of 4-acetylthiomethylthio-1,2,3-triazole (230 mg: 1.22 mMol.) in dimethylformamide (6 ml) is dropwise added a 1.26N-sodium methoxide in methanol (1.9 ml) at -60° C., and the mixture is stirred for 20 minutes, mixed with a solution of 7β-[(Z)-2-(2-t-butoxycarbonylaminothiazol-4-yl)-2-pentenoylamino]-3-methanesulfonyloxy-3-cephem-4-carboxylic acid diphenylmethyl ester (740 mg: 1 mMol.) in dimethylformamide (3 ml), and stirred at the same temperature for 40 minutes. The reaction mixtu... Run at time 20 minute. Product: C1(=CC=CC=C1)C(C1=CC=CC=C1)OC(=O)C1=C(CS[C@H]2N1C([C@H]2NC(\C(=C/CC)\C=2N=C(SC2)NC(=O)OC(C)(C)C)=O)=O)SCSC=2N=NNC2 (7β-[(Z)-2-(2-t-butoxycarbonylaminothiazol-4-yl)-2-pentenoylamino]-3-(1,2,3-triazol-4-ylthiomethylthio)-3-cephem-4-carboxylic acid diphenylmethyl ester). Isolated yield 69.8%. The solvent is Cl (hydrochloric acid), O (water), CN(C=O)C (dimethylformamide), CN(C=O)C (dimethylformamide), CO (methanol). The reactants are C1(=CC=CC=C1)C(C1=CC=CC=C1)OC(=O)C1=C(CS[C@H]2N1C([C@H]2NC(\C(=C/CC)\C=2N=C(SC2)NC(=O)OC(C)(C)C)=O)=O)OS(=O)(=O)C (7β-[(Z)-2-(2-t-butoxycarbonylaminothiazol-4-yl)-2-pentenoylamino]-3-methanesulfonyloxy-3-cephem-4-carboxylic acid diphenylmethyl ester), C(C)(=O)SCSC=1N=NNC1 (4-acetylthiomethylthio-1,2,3-triazole), C[O-].[Na+] (sodium methoxide). Reaction SMILES: C([S:4][CH2:5][S:6][C:7]1[N:8]=[N:9][NH:10][CH:11]=1)(=O)C.C[O-].[Na+].[C:15]1([CH:21]([O:28][C:29]([C:31]2[N:36]3[C:37](=[O:59])[C@@H:38]([NH:39][C:40](=[O:58])/[C:41](/[C:45]4[N:46]=[C:47]([NH:50][C:51]([O:53][C:54]([CH3:57])([CH3:56])[CH3:55])=[O:52])[S:48][CH:49]=4)=[CH:42]\[CH2:43][CH3:44])[C@H:35]3[S:34][CH2:33][C:32]=2OS(C)(=O)=O)=[O:30])[C:22]2[CH:27]=[CH:26][CH:25]=[CH:24][CH:23]=2)[CH:20]=[CH:19][CH:18]=[CH:17][CH:16]=1>CN(C)C=O.CO.Cl.O>[C:15]1([CH:21]([O:28][C:29]([C:31]2[N:36]3[C:37](=[O:59])[C@@H:38]([NH:39][C:40](=[O:58])/[C:41](/[C:45]4[N:46]=[C:47]([NH:50][C:51]([O:53][C:54]([CH3:56])([CH3:57])[CH3:55])=[O:52])[S:48][CH:49]=4)=[CH:42]\[CH2:43][CH3:44])[C@H:35]3[S:34][CH2:33][C:32]=2[S:4][CH2:5][S:6][C:7]2[N:8]=[N:9][NH:10][CH:11]=2)=[O:30])[C:22]2[CH:23]=[CH:24][CH:25]=[CH:26][CH:27]=2)[CH:20]=[CH:19][CH:18]=[CH:17][CH:16]=1 |f:1.2|.